From a dataset of the Open Reaction Database (ORD), a public repository of structured organic reaction records. describe an organic reaction: reactants, conditions, products, and yield The reactants are CC(c1cccc2ccccc12)N(CC1CCNCC1c1ccccc1)C(=O)OC(C)(C)C, COC(=O)c1cccc(C(=O)[O-])c1, ClCCl, On1nnc2ccccc21. Product: COC(=O)c1cccc(C(=O)N2CCC(CN(C(=O)OC(C)(C)C)C(C)c3cccc4ccccc34)C(c3ccccc3)C2)c1. Reaction SMILES: [C:1]([CH3:2])([CH3:3])([CH3:4])[O:5][C:6]([N:7]([CH2:8][CH:9]1[CH:10]([c:15]2[cH:16][cH:17][cH:18][cH:19][cH:20]2)[CH2:11][NH:12][CH2:13][CH2:14]1)[CH:21]([CH3:22])[c:23]1[cH:24][cH:25][cH:26][c:27]2[cH:28][cH:29][cH:30][cH:31][c:32]12)=[O:33].[C:34]([c:35]1[cH:36][c:37]([C:38](=[O:39])[O-:40])[cH:41][cH:42][cH:43]1)(=[O:44])[O:45][CH3:46].[Cl:57][CH2:58][Cl:59].[OH:47][n:48]1[c:49]2[c:50]([cH:51][cH:52][cH:53][cH:54]2)[n:55][n:56]1>>[C:1]([CH3:2])([CH3:3])([CH3:4])[O:5][C:6]([N:7]([CH2:8][CH:9]1[CH:10]([c:15]2[cH:16][cH:17][cH:18][cH:19][cH:20]2)[CH2:11][N:12]([C:38]([c:37]2[cH:36][c:35]([C:34](=[O:44])[O:45][CH3:46])[cH:43][cH:42][cH:41]2)=[O:39])[CH2:13][CH2:14]1)[CH:21]([CH3:22])[c:23]1[cH:24][cH:25][cH:26][c:27]2[cH:28][cH:29][cH:30][cH:31][c:32]12)=[O:33]. The reactants are C(C)=O (Acetaldehyde), C(#N)[BH3-].[Na+] (sodium cyanoborohydride), C(C1=CC=CC=C1)N1CCC(CC1)CN(C1=NC=CC=C1N)CC (1-Benzyl-4-[N-ethyl-N-(3-amino-2-pyridinyl)amino]methyl piperidine), C(C)=O (Acetaldehyde), C(#N)[BH3-].[Na+] (sodium cyanoborohydride), [OH-].[Na+] (sodium hydroxide). Run in CO (methanol). Conditions: time 1 hour. Product: C(C1=CC=CC=C1)N1CCC(CC1)CN(C1=NC=CC=C1NCC)CC (1-Benzyl-4-[N-ethyl-N-(3-ethylamino-2-pyridinyl)amino]methylpiperidine). As a reaction SMILES: [CH2:1]([N:8]1[CH2:13][CH2:12][CH:11]([CH2:14][N:15]([CH2:23][CH3:24])[C:16]2[C:21]([NH2:22])=[CH:20][CH:19]=[CH:18][N:17]=2)[CH2:10][CH2:9]1)[C:2]1[CH:7]=[CH:6][CH:5]=[CH:4][CH:3]=1.[CH:25](=O)[CH3:26].C([BH3-])#N.[Na+].[OH-].[Na+]>CO>[CH2:1]([N:8]1[CH2:13][CH2:12][CH:11]([CH2:14][N:15]([CH2:23][CH3:24])[C:16]2[C:21]([NH:22][CH2:25][CH3:26])=[CH:20][CH:19]=[CH:18][N:17]=2)[CH2:10][CH2:9]1)[C:2]1[CH:7]=[CH:6][CH:5]=[CH:4][CH:3]=1 |f:2.3,4.5|. Procedure: 1-Benzyl-4-[N-ethyl-N-(3-amino-2-pyridinyl)amino]methylpiperidine (EXAMPLE 177, 2.35 g, 7.27 mmol) is dissolved in 18 ml methanol and cooled to 0°. Acetaldehyde (0.45 ml, 8.0 mmol) and sodium cyanoborohydride (685 mg, 10.9 mmol) is added. The mixture is stirred at 0° for one hr, then warmed to 20°-25°. Acetaldehyde and sodium cyanoborohydride are added in the same amounts as above two more times, cooling to 0° before and warming to 20°-25° after each addition. The mixture is poured into 1N sodiu... Starting materials: O=C([O-])[O-], CS(C)=O, Cc1nn(-c2ncccc2C#N)cc1CN1CCC2(CC1)OCCc1cc(F)sc12, [K+], [K+], O, OO. Yields the product Cc1nn(-c2ncccc2C(N)=O)cc1CN1CCC2(CC1)OCCc1cc(F)sc12. RXN SMILES: [C:31]([O-:32])(=[O:33])[O-:34].[CH3:40][S:41]([CH3:42])=[O:43].[F:1][c:2]1[cH:3][c:4]2[c:5]([s:30]1)[C:6]1([O:7][CH2:8][CH2:9]2)[CH2:10][CH2:11][N:12]([CH2:15][c:16]2[c:17]([CH3:29])[n:18][n:19](-[c:21]3[n:22][cH:23][cH:24][cH:25][c:26]3[C:27]#[N:28])[cH:20]2)[CH2:13][CH2:14]1.[K+:35].[K+:36].[OH2:39].[OH:37][OH:38]>>[F:1][c:2]1[cH:3][c:4]2[c:5]([s:30]1)[C:6]1([O:7][CH2:8][CH2:9]2)[CH2:10][CH2:11][N:12]([CH2:15][c:16]2[c:17]([CH3:29])[n:18][n:19](-[c:21]3[n:22][cH:23][cH:24][cH:25][c:26]3[C:27]([NH2:28])=[O:32])[cH:20]2)[CH2:13][CH2:14]1.